From a dataset of the Open Reaction Database (ORD), a public repository of structured organic reaction records. describe an organic reaction: reactants, conditions, products, and yield The reactants are C(#N)C1(CCOCC1)C1=CC(=CC(=C1)F)SC1=CC=C(C=C1)N1C(=NC=C1)C (4-Cyano-4-[5-fluoro-3-[4-(2-methylimidazol-1-yl)phenylthio]phenyl]-3,4,5,6-tetrahydro-2H-pyran), [OH-].[K+] (potassium hydroxide). The solvent is C(C)(C)(C)O (tert-butanol). Yields the product FC=1C=C(C=C(C1)C1(CCOCC1)C(=O)N)SC1=CC=C(C=C1)N1C(=NC=C1)C (4-[5-Fluoro-3-[4-(2-methylimidazol-1-yl)phenylthio]phenyl]-3,4,5,6-tetrahydro-2H-pyran-4-carboxamide). Yield: 31.2%. As a reaction SMILES: [C:1]([C:3]1([C:9]2[CH:14]=[C:13]([F:15])[CH:12]=[C:11]([S:16][C:17]3[CH:22]=[CH:21][C:20]([N:23]4[CH:27]=[CH:26][N:25]=[C:24]4[CH3:28])=[CH:19][CH:18]=3)[CH:10]=2)[CH2:8][CH2:7][O:6][CH2:5][CH2:4]1)#[N:2].[OH-:29].[K+]>C(O)(C)(C)C>[F:15][C:13]1[CH:12]=[C:11]([S:16][C:17]2[CH:22]=[CH:21][C:20]([N:23]3[CH:27]=[CH:26][N:25]=[C:24]3[CH3:28])=[CH:19][CH:18]=2)[CH:10]=[C:9]([C:3]2([C:1]([NH2:2])=[O:29])[CH2:8][CH2:7][O:6][CH2:5][CH2:4]2)[CH:14]=1 |f:1.2|. Procedure details: To a solution of 4-cyano-4-[5-fluoro-3-[4-(2-methylimidazol-1-yl)phenylthio]phenyl]-3,4,5,6-tetrahydro-2H-pyran (Example 25, 1.71 g, 4.36 mmol) in tert-butanol (20 ml) was added powdered potassium hydroxide (85%, 860 mg, 13 mmol). The resulting mixture was heated at reflux temperature for 4 h, cooled and concentrated in vacuo . Water (50 ml) was added and the precipitates were collected by filtration and washed with 50 ml of ethyl acetate. After drying in vacuo, 560 mg (31%) of the titled compou... Reactants: CN1CC2=C(NC=3C=CC=CC23)CC1 (2,3,4,5-tetrahydro-2-methyl-1H-pyrido[4,3-b]indole), C=CC1=CC=CC=C1 (styrene), [H-].[Na+] (NaH). Solvent: CN(C)C=O (DMF). Product: CN1CC2=C(N(C=3C=CC=CC23)CCC2=CC=CC=C2)CC1 (2,3,4,5-tetrahydro-2-methyl-5-phenethyl-1H-pyrido[4,3-b]indole). As a reaction SMILES: [CH3:1][N:2]1[CH2:14][CH2:13][C:5]2[NH:6][C:7]3[CH:8]=[CH:9][CH:10]=[CH:11][C:12]=3[C:4]=2[CH2:3]1.[CH2:15]=[CH:16][C:17]1[CH:22]=[CH:21][CH:20]=[CH:19][CH:18]=1.[H-].[Na+]>CN(C=O)C>[CH3:1][N:2]1[CH2:14][CH2:13][C:5]2[N:6]([CH2:15][CH2:16][C:17]3[CH:22]=[CH:21][CH:20]=[CH:19][CH:18]=3)[C:7]3[CH:8]=[CH:9][CH:10]=[CH:11][C:12]=3[C:4]=2[CH2:3]1 |f:2.3|. Procedure: The title compound was prepared according to General Method 2. 2,3,4,5-Tetrahydro-2-methyl-5-phenethyl-1H-pyrido[4,3-b]indole was prepared from 2,3,4,5-tetrahydro-2-methyl-1H-pyrido[4,3-b]indole (200 mg, 1.07), styrene (1.23 mL mmol, 10.65) and NaH (250 mg, 6.25 mmol) in DMF (6 ml) at 200° C. for 16 h to obtain 15 mg of 2,3,4,5-tetrahydro-2-methyl-5-phenethyl-1H-pyrido[4,3-b]indole after purification. The reactants are OCCCCCSC=1NC2=C(N1)C=CC(=C2)C (2-(5-hydroxypentylthio)-5-methylbenzimidazole), C(Br)(Br)(Br)Br (carbon tetrabromide), C1(=CC=CC=C1)P(C1=CC=CC=C1)C1=CC=CC=C1 (triphenylphosphine). Solvent: O1CCCC1 (tetrahydrofuran). Run at time 1 hour. Product: BrCCCCCSC=1NC2=C(N1)C=CC(=C2)C (2-(5-bromopentylthio)-5-methylbenzimidazole). Isolated yield 67.4%. As a reaction SMILES: O[CH2:2][CH2:3][CH2:4][CH2:5][CH2:6][S:7][C:8]1[NH:9][C:10]2[CH:16]=[C:15]([CH3:17])[CH:14]=[CH:13][C:11]=2[N:12]=1.C(Br)(Br)(Br)[Br:19].C1(P(C2C=CC=CC=2)C2C=CC=CC=2)C=CC=CC=1>O1CCCC1>[Br:19][CH2:2][CH2:3][CH2:4][CH2:5][CH2:6][S:7][C:8]1[NH:9][C:10]2[CH:16]=[C:15]([CH3:17])[CH:14]=[CH:13][C:11]=2[N:12]=1. Reported procedure: 1.4 g of the compound obtained in Example 14a and 2.8 g of carbon tetrabromide were added to 15 ml of tetrahydrofuran and then gradually added with 2.2 g of triphenylphosphine. After the reaction mixture was stirred at room temperature for 1 hour, the solvent was evaporated under reduced pressure. The residue was purified by silica gel column chromatography (hexane:ethyl acetate=4:1 to 2:2) to obtain 1.18 g of the title compound as yellow crystals (yield: 67%). Reactants: CC=1C=C(C=O)C=C(C1)C (3,5-dimethyl benzaldehyde), C(#N)CP(OCC)(OCC)=O (diethyl cyanomethylphosphonate), CC(C)([O-])C.[K+] (potassium t-butoxide). Run in C1CCOC1 (THF). Reaction conditions: time 1 hour. Yields the product CC=1C=C(C=C(C1)C)C=CC#N (3-(3,5-Dimethyl-phenyl)-acrylonitrile). The yield is 94.3%. As a reaction SMILES: [CH3:1][C:2]1[CH:3]=[C:4]([CH:7]=[C:8]([CH3:10])[CH:9]=1)[CH:5]=O.[C:11]([CH2:13]P(=O)(OCC)OCC)#[N:12].CC(C)([O-])C.[K+]>C1COCC1>[CH3:1][C:2]1[CH:3]=[C:4]([CH:5]=[CH:13][C:11]#[N:12])[CH:7]=[C:8]([CH3:10])[CH:9]=1 |f:2.3|. Procedure: To a stirred mixture of 3,5-dimethyl benzaldehyde (13.4 g, 0.1M), diethyl cyanomethylphosphonate (19.4 g, 0.11M) in anhydrous THF (200 ml) under nitrogen at 0° C. (ice bath), was added potassium t-butoxide (12.3 g, 0.11M). After stirring for 1 hr., the mixture was stirred for overnight at room temperature. The mixture was then partitioned between ether and water. The ether layer was taken, dried with anhydrous magnesium sulfate, filtered, evaporated in vacuo, and the residue was purified by sili... Yield: 40.1%. RXN SMILES: Br[C:2]1[CH:10]=[C:9]2[C:5]([C:6]([NH:19][C:20]([CH:22]3[CH2:24][CH2:23]3)=[O:21])=[N:7][N:8]2[CH2:11][O:12][CH2:13][CH2:14][Si:15]([CH3:18])([CH3:17])[CH3:16])=[CH:4][CH:3]=1.[NH2:25][C:26]1[CH:27]=[C:28]([CH:42]=[CH:43][C:44]=1[CH3:45])[C:29]([NH:31][C:32]1[CH:37]=[CH:36][CH:35]=[C:34]([C:38]([F:41])([F:40])[F:39])[CH:33]=1)=[O:30].C([O-])([O-])=O.[K+].[K+]>CC(O)(C)C>[CH:22]1([C:20]([NH:19][C:6]2[C:5]3[C:9](=[CH:10][C:2]([NH:25][C:26]4[CH:27]=[C:28]([CH:42]=[CH:43][C:44]=4[CH3:45])[C:29]([NH:31][C:32]4[CH:37]=[CH:36][CH:35]=[C:34]([C:38]([F:39])([F:40])[F:41])[CH:33]=4)=[O:30])=[CH:3][CH:4]=3)[N:8]([CH2:11][O:12][CH2:13][CH2:14][Si:15]([CH3:18])([CH3:17])[CH3:16])[N:7]=2)=[O:21])[CH2:24][CH2:23]1 |f:2.3.4|. Run in CC(C)(C)O (t-BuOH). Run at temperature 100 celsius. The product is C1(CC1)C(=O)NC1=NN(C2=CC(=CC=C12)NC=1C=C(C(=O)NC2=CC(=CC=C2)C(F)(F)F)C=CC1C)COCC[Si](C)(C)C (3-(3-(cyclopropanecarboxamido)-1-((2-(trimethylsilyl)ethoxy)methyl)-1H-indazol-6-ylamino)-4-methyl-N-(3-(trifluoromethyl)phenyl)benzamide). Procedure details: To a solution of N-(6-bromo-1-((2-(trimethylsilyl)ethoxy)methyl)-1H-indazol-3-yl)cyclo-propanecarboxamide (41 mg, 0.1 mmol) in t-BuOH (1.5 mL) were added 3-amino-4-methyl-N-(3-(trifluoromethyl)-phenyl)benzamide (29 mg, 0.1 mmol) and K2CO3 (42 mg, 0.3 mmol). The reaction mixture was degassed for 10 minutes. To a mixture were added Pd2(dba)3 (6.0 mg) and t-Bu-X-phos (4 mg). The reaction mixture was heated at 100° C. until it was complete as monitored by LC-MS. Then the resulting mixture was filter... The reactants are BrC1=CC=C2C(=NN(C2=C1)COCC[Si](C)(C)C)NC(=O)C1CC1 (N-(6-bromo-1-((2-(trimethylsilyl)ethoxy)methyl)-1H-indazol-3-yl)cyclo-propanecarboxamide), NC=1C=C(C(=O)NC2=CC(=CC=C2)C(F)(F)F)C=CC1C (3-amino-4-methyl-N-(3-(trifluoromethyl)-phenyl)benzamide), C(=O)([O-])[O-].[K+].[K+] (K2CO3). Starting materials: COC(C1=C(C=CC(=C1)O)O)=O (2,5-dihydroxybenzoic acid methyl ester), BrCCCCCCCCCC (1-bromodecane). The product is COC(C1=C(C=CC(=C1)OCCCCCCCCCC)O)=O (5-(decyloxy)-2-hydroxybenzoic acid methyl ester). The yield is 51.0%. RXN SMILES: [CH3:1][O:2][C:3](=[O:12])[C:4]1[CH:9]=[C:8]([OH:10])[CH:7]=[CH:6][C:5]=1[OH:11].Br[CH2:14][CH2:15][CH2:16][CH2:17][CH2:18][CH2:19][CH2:20][CH2:21][CH2:22][CH3:23]>>[CH3:1][O:2][C:3](=[O:12])[C:4]1[CH:9]=[C:8]([O:10][CH2:14][CH2:15][CH2:16][CH2:17][CH2:18][CH2:19][CH2:20][CH2:21][CH2:22][CH3:23])[CH:7]=[CH:6][C:5]=1[OH:11]. Reported procedure: The reaction of 2,5-dihydroxybenzoic acid methyl ester with 1-bromodecane under conditions described in Example 58 gave 5-(decyloxy)-2-hydroxybenzoic acid methyl ester (51% yield, mp 40°-43°). Starting materials: C(C)(=O)OCC (Ethyl acetate), CON=C1CCSC2=CC=C(C(=C12)C)C(=O)O (4-methoxyimino-5-methylthiochroman-6-carboxylic acid), CON=C1CCS(C2=C(C=C(C(=C12)C)C(=O)C=1C=NN(C1OS(=O)(=O)CCC)CC)C)(=O)=O (4-Methoxyimino-5, 8-dimethyl-6- (1-ethyl-5-n-propanesulfonyloxypyrazol-4-yl) carbonylthiochroman-1,1-dioxide), OO (hydrogen peroxide). Run in C(C)(=O)O (acetic acid). Product: CON=C1CCS(C2=CC=C(C(=C12)C)C(=O)O)(=O)=O (4-methoxyimino-5-methylthiochroman-6-carboxylic acid-1,1-dioxide). Yield: 97.0%. As a reaction SMILES: C[O:2]N=C1C2C(=CC=C(C(O)=O)C=2C)SCC1.[CH3:18][O:19][N:20]=[C:21]1[C:30]2[C:25](=[C:26](C)[CH:27]=[C:28]([C:32](C3C=NN(CC)C=3OS(CCC)(=O)=O)=[O:33])[C:29]=2[CH3:31])[S:24](=[O:50])(=[O:49])[CH2:23][CH2:22]1.OO.C(OCC)(=O)C>C(O)(=O)C>[CH3:18][O:19][N:20]=[C:21]1[C:30]2[C:25](=[CH:26][CH:27]=[C:28]([C:32]([OH:33])=[O:2])[C:29]=2[CH3:31])[S:24](=[O:50])(=[O:49])[CH2:23][CH2:22]1. Reported procedure: 1.0 Gram (4.0 mmol) of the 4-methoxyimino-5-methylthiochroman-6-carboxylic acid obtained in the above (2) was reacted with 1.3 g (12 mmol) of a 30% hydrogen peroxide aqueous solution in 5 ml of acetic acid at 100° C. for 1 hour. Ethyl acetate was added to the reaction product, and the mixture was washed with a saturated sodium chloride aqueous solution and then dried over sodium sulfate. The solvent was distilled off to give 1.1 g (yield 97%) of 4-methoxyimino-5-methylthiochroman-6-carboxylic ac...